Dataset: the Open Reaction Database (ORD), a public repository of structured organic reaction records. Task: describe an organic reaction: reactants, conditions, products, and yield The reactants are [Al+3], O=C(C1CC1)N1CCC(c2cc3ccccc3o2)CC1, [H-], [H-], [H-], [H-], [Li+], [Na+], C1CCOC1, [OH-], O. RXN SMILES: [Al+3:22].[CH:1]1([C:4](=[O:5])[N:6]2[CH2:7][CH2:8][CH:9]([c:12]3[o:13][c:14]4[c:15]([cH:16]3)[cH:17][cH:18][cH:19][cH:20]4)[CH2:10][CH2:11]2)[CH2:2][CH2:3]1.[H-:21].[H-:24].[H-:25].[H-:26].[Li+:23].[Na+:29].[O:30]1[CH2:31][CH2:32][CH2:33][CH2:34]1.[OH-:28].[OH2:27]>>[CH:1]1([CH2:4][N:6]2[CH2:7][CH2:8][CH:9]([c:12]3[o:13][c:14]4[c:15]([cH:16]3)[cH:17][cH:18][cH:19][cH:20]4)[CH2:10][CH2:11]2)[CH2:2][CH2:3]1. Yields the product c1ccc2oc(C3CCN(CC4CC4)CC3)cc2c1. Reactants: CCOC(C)=O, COc1cc(OC2CCOCC2)ccc1[N+](=O)[O-]. The product is COc1cc(OC2CCOCC2)ccc1N. As a reaction SMILES: [CH3:19][CH2:20][O:21][C:22](=[O:23])[CH3:24].[CH3:1][O:2][c:3]1[cH:4][c:5]([O:6][CH:7]2[CH2:8][CH2:9][O:10][CH2:11][CH2:12]2)[cH:13][cH:14][c:15]1[N+:16]([O-:17])=[O:18]>>[CH3:1][O:2][c:3]1[cH:4][c:5]([O:6][CH:7]2[CH2:8][CH2:9][O:10][CH2:11][CH2:12]2)[cH:13][cH:14][c:15]1[NH2:16]. Starting materials: FC(C1=NC=CC(=C1)O)(F)F (2-trifluoromethyl-pyridin-4-ol), FC1=CC=C(C=C1)[N+](=O)[O-] (1-fluoro-4-nitro-benzene), [OH-].[Na+] (NaOH). The solvent is CN(C)C=O (DMF). Conditions: temperature 100 celsius. Yields the product [N+](=O)([O-])C1=CC=C(OC2=CC(=NC=C2)C(F)(F)F)C=C1 (4-(4-Nitro-phenoxy)-2-trifluoromethyl-pyridine). RXN SMILES: [F:1][C:2]([F:11])([F:10])[C:3]1[CH:8]=[C:7]([OH:9])[CH:6]=[CH:5][N:4]=1.F[C:13]1[CH:18]=[CH:17][C:16]([N+:19]([O-:21])=[O:20])=[CH:15][CH:14]=1.[OH-].[Na+]>CN(C=O)C>[N+:19]([C:16]1[CH:17]=[CH:18][C:13]([O:9][C:7]2[CH:6]=[CH:5][N:4]=[C:3]([C:2]([F:1])([F:10])[F:11])[CH:8]=2)=[CH:14][CH:15]=1)([O-:21])=[O:20] |f:2.3|. Procedure: A mixture of 2-trifluoromethyl-pyridin-4-ol (0.675 g, 4.14 mmol), 1-fluoro-4-nitro-benzene (0.54 mL, 4.97 mmol, 1.2 equiv), and NaOH (0.203 g,4.97 mmol, 1.2 equiv) in DMF abs. is heated to 100° C. (oil bath temperature) for 21.5 h, under an argon atmosphere. The reaction mixture is allowed to cool to rt, filtered through a glass sintered funnel and concentrated in vacuo. The residual yellow solid is purified by silica gel (100 g) column chromatography (CH2Cl2/hexane, 70/30) to afford the title c... Reactants: Cc1ccccc1, OCc1ccc(CCl)cc1, COC(=O)CCc1ccc(NS(=O)(=O)c2ccccc2[N+](=O)[O-])cc1, CCOC(=O)N=NC(=O)OCC, c1ccc(P(c2ccccc2)c2ccccc2)cc1. Product: COC(=O)CCc1ccc(N(Cc2ccc(CCl)cc2)S(=O)(=O)c2ccccc2[N+](=O)[O-])cc1. Reaction SMILES: [CH3:67][c:68]1[cH:69][cH:70][cH:71][cH:72][cH:73]1.[Cl:26][CH2:27][c:28]1[cH:29][cH:30][c:31]([CH2:32][OH:33])[cH:34][cH:35]1.[N+:1](=[O:2])([O-:3])[c:4]1[c:5]([S:10](=[O:11])(=[O:12])[NH:13][c:14]2[cH:15][cH:16][c:17]([CH2:20][CH2:21][C:22](=[O:23])[O:24][CH3:25])[cH:18][cH:19]2)[cH:6][cH:7][cH:8][cH:9]1.[O:55]=[C:56]([O:57][CH2:58][CH3:59])[N:60]=[N:61][C:62]([O:63][CH2:64][CH3:65])=[O:66].[c:36]1([P:37]([c:38]2[cH:39][cH:40][cH:41][cH:42][cH:43]2)[c:44]2[cH:45][cH:46][cH:47][cH:48][cH:49]2)[cH:50][cH:51][cH:52][cH:53][cH:54]1>>[N+:1](=[O:2])([O-:3])[c:4]1[c:5]([S:10](=[O:11])(=[O:12])[N:13]([c:14]2[cH:15][cH:16][c:17]([CH2:20][CH2:21][C:22](=[O:23])[O:24][CH3:25])[cH:18][cH:19]2)[CH2:32][c:31]2[cH:30][cH:29][c:28]([CH2:27][Cl:26])[cH:35][cH:34]2)[cH:6][cH:7][cH:8][cH:9]1. The reactants are CNCCCCCCCCCCCCCCCCCC (N-methyloctadecylamine), C1CO1 (ethylene oxide). Conditions: temperature 160 celsius. The product is OCCN(C)CCCCCCCCCCCCCCCCCC (N-(2-hydroxyethyl)-N-methyloctadecylamine). Yield: 86.6%. RXN SMILES: [CH3:1][NH:2][CH2:3][CH2:4][CH2:5][CH2:6][CH2:7][CH2:8][CH2:9][CH2:10][CH2:11][CH2:12][CH2:13][CH2:14][CH2:15][CH2:16][CH2:17][CH2:18][CH2:19][CH3:20].[CH2:21]1[O:23][CH2:22]1>>[OH:23][CH2:21][CH2:22][N:2]([CH2:3][CH2:4][CH2:5][CH2:6][CH2:7][CH2:8][CH2:9][CH2:10][CH2:11][CH2:12][CH2:13][CH2:14][CH2:15][CH2:16][CH2:17][CH2:18][CH2:19][CH3:20])[CH3:1]. Procedure: An autoclave provided with a stirrer, a thermometer, a pressure gauge and a pressure dropping funnel was charged with 250 g of N-methyloctadecylamine and heated to 160° C. Then 45 g of ethylene oxide was occasionally added dropwise thereto under a pressure of 0 to 6 kg/cm2G. Three hours were required for completing the addition. Next, the resulting mixture was aged, i.e., maintained, at 160° C. for 2 hours and then cooled. The reaction mixture was taken out and distilled to thereby give 250 g of... The reactants are CC(=Nc1nc(Br)cnc1N1CCN(C(=O)OC(C)(C)C)CC1)N(C)C, CO, Cl, NO. Product: CC(=Nc1nc(Br)cnc1N1CCN(C(=O)OC(C)(C)C)CC1)NO. Reaction SMILES: [Br:1][c:2]1[n:3][c:4]([N:21]=[C:22]([CH3:23])[N:24]([CH3:25])[CH3:26])[c:5]([N:8]2[CH2:9][CH2:10][N:11]([C:14](=[O:15])[O:16][C:17]([CH3:18])([CH3:19])[CH3:20])[CH2:12][CH2:13]2)[n:6][cH:7]1.[CH3:30][OH:31].[ClH:27].[NH2:28][OH:29]>>[Br:1][c:2]1[n:3][c:4]([N:21]=[C:22]([CH3:23])[NH:24][OH:29])[c:5]([N:8]2[CH2:9][CH2:10][N:11]([C:14](=[O:15])[O:16][C:17]([CH3:18])([CH3:19])[CH3:20])[CH2:12][CH2:13]2)[n:6][cH:7]1. The reactants are FC=1C=C(C=CC1SC)B(O)O (3-Fluoro-4-(methylthio)benzeneboronic acid), C(C1=CC=CC=C1)N1N=CC(=C(C1=O)OC)Br (2-benzyl-4-methoxy-5-bromo-3(2H)-pyridazinone). Yields the product C(C1=CC=CC=C1)N1N=CC(=C(C1=O)OC)C1=CC(=C(C=C1)SC)F (2-benzyl-4-methoxy-5-[3-fluoro-4-(methylthio)phenyl]-3(2H)-pyridazinone). Isolated yield 91.0%. RXN SMILES: [F:1][C:2]1[CH:3]=[C:4](B(O)O)[CH:5]=[CH:6][C:7]=1[S:8][CH3:9].[CH2:13]([N:20]1[C:25](=[O:26])[C:24]([O:27][CH3:28])=[C:23](Br)[CH:22]=[N:21]1)[C:14]1[CH:19]=[CH:18][CH:17]=[CH:16][CH:15]=1>>[CH2:13]([N:20]1[C:25](=[O:26])[C:24]([O:27][CH3:28])=[C:23]([C:4]2[CH:5]=[CH:6][C:7]([S:8][CH3:9])=[C:2]([F:1])[CH:3]=2)[CH:22]=[N:21]1)[C:14]1[CH:15]=[CH:16][CH:17]=[CH:18][CH:19]=1. Procedure: 3-Fluoro-4-(methylthio)benzeneboronic acid and 2-benzyl-4-methoxy-5-bromo-3(2H)-pyridazinone were coupled according to the method of Example 83C to provide 2-benzyl-4-methoxy-5-[3-fluoro-4-(methylthio)phenyl]-3(2H)-pyridazinone as a yellow solid (yield: 4.98 g, 91%). 1H NMR (300 MHz, CDCl3) ? 7.76 (s, 1H), 7.47 (m, 2H), 7.39-7.21 (m, 7H), 5.34 (s, 2H), 4.13 (s, 3H), 2.51 (s, 3H). MS (DCI/NH3) m/z 357 (M+H)+, m/z 374 (M+NH4)+. Reported procedure: To a solution of 4.75 g (15 mmol) of 7-benzyl-9-isopropyl-3,4-dihydro-2H,6H-pyrimido[6,1-b][1,3]thiazine-6,8(7H)-dione in 120 ml of toluene, 7.52 g (30 mmol) of boron tribromide was added under ice cooling conditions, followed by refluxing for 16 hours. After the reaction mixture was cooled, 50 ml of methanol was added, followed by stirring for 30 minutes. After this mixture was concentrated to dryness, methanol-diethyl ether was added to the residue. The resulting precipitate was collected by f... Conditions: time 30 minute. RXN SMILES: C([N:8]1[C:17](=[O:18])[C:16]([CH:19]([CH3:21])[CH3:20])=[C:11]2[S:12][CH2:13][CH2:14][CH2:15][N:10]2[C:9]1=[O:22])C1C=CC=CC=1.B(Br)(Br)Br.CO>C1(C)C=CC=CC=1>[CH:19]([C:16]1[C:17](=[O:18])[NH:8][C:9](=[O:22])[N:10]2[CH2:15][CH2:14][CH2:13][S:12][C:11]=12)([CH3:21])[CH3:20]. Yields the product C(C)(C)C=1C(NC(N2C1SCCC2)=O)=O (9-isopropyl-3,4-dihydro-2H,6H-pyrimido[6,1-b][1,3]thiazine-6,8(7H)-dione). Reactants: C(C1=CC=CC=C1)N1C(N2C(SCCC2)=C(C1=O)C(C)C)=O (7-benzyl-9-isopropyl-3,4-dihydro-2H,6H-pyrimido[6,1-b][1,3]thiazine-6,8(7H)-dione), B(Br)(Br)Br (boron tribromide), CO (methanol). The solvent is C1(=CC=CC=C1)C (toluene).